This data is from the Open Reaction Database (ORD), a public repository of structured organic reaction records. The task is: describe an organic reaction: reactants, conditions, products, and yield Reactants: C(C)OC(C)=O.Cl (hydrogen chloride ethyl acetate), BrC1=CC=C(OCCCN(CCN2C(C3=CC=CC=C3C=C2)=O)CC2=CC=NC=C2)C=C1 (2-(2-{[3-(4-Bromophenoxy)propyl]pyridin-4-ylmethylamino}ethyl)-2H-isoquinolin-1-one), C([O-])([O-])=O.[Na+].[Na+] (sodium carbonate), N1CCOCC1 (morpholine). The reagents and catalysts are C(=O)=[Mo](=C=O)(=C=O)(=C=O)(=C=O)=C=O (hexacarbonyl molybdenum), CC1=CC=CC=C1P(C2=CC=CC=C2C)C3=CC=CC=C3[CH2-].CC1=CC=CC=C1P(C2=CC=CC=C2C)C3=CC=CC=C3[CH2-].CC(=O)O.CC(=O)O.[Pd].[Pd] (trans-di-μ-acetatobis[2-(di-o-tolylphosphino)benzyl]dipalladium (II)). Solvent: C(C)(=O)OCC (ethyl acetate), C(C)(=O)OCC (ethyl acetate), O (Water), C1CCOC1 (THF). Reaction conditions: temperature 170 celsius. Yields the product Cl.Cl.N1(CCOCC1)C(=O)C1=CC=C(OCCCN(CCN2C(C3=CC=CC=C3C=C2)=O)CC2=CC=NC=C2)C=C1 (2-[2-({3-[4-(morpholine-4-carbonyl)phenoxy]propyl}-pyridin-4-ylmethylamino)ethyl]-2H-isoquinolin-1-one dihydrochloride). As a reaction SMILES: Br[C:2]1[CH:32]=[CH:31][C:5]([O:6][CH2:7][CH2:8][CH2:9][N:10]([CH2:24][C:25]2[CH:30]=[CH:29][N:28]=[CH:27][CH:26]=2)[CH2:11][CH2:12][N:13]2[CH:22]=[CH:21][C:20]3[C:15](=[CH:16][CH:17]=[CH:18][CH:19]=3)[C:14]2=[O:23])=[CH:4][CH:3]=1.[C:33](=[O:36])([O-])[O-].[Na+].[Na+].[NH:39]1[CH2:44][CH2:43][O:42][CH2:41][CH2:40]1.C(OC(=O)C)C.[ClH:51]>C(=[Mo](=C=O)(=C=O)(=C=O)(=C=O)=C=O)=O.CC1C(P(C2C([CH2-])=CC=CC=2)C2C(C)=CC=CC=2)=CC=CC=1.CC1C(P(C2C([CH2-])=CC=CC=2)C2C(C)=CC=CC=2)=CC=CC=1.CC(O)=O.CC(O)=O.[Pd].[Pd].C(OCC)(=O)C.O.C1COCC1>[ClH:51].[ClH:51].[N:39]1([C:33]([C:2]2[CH:3]=[CH:4][C:5]([O:6][CH2:7][CH2:8][CH2:9][N:10]([CH2:24][C:25]3[CH:30]=[CH:29][N:28]=[CH:27][CH:26]=3)[CH2:11][CH2:12][N:13]3[CH:22]=[CH:21][C:20]4[C:15](=[CH:16][CH:17]=[CH:18][CH:19]=4)[C:14]3=[O:23])=[CH:31][CH:32]=2)=[O:36])[CH2:44][CH2:43][O:42][CH2:41][CH2:40]1 |f:1.2.3,5.6,8.9.10.11.12.13,17.18.19|. Procedure details: 2-(2-{[3-(4-Bromophenoxy)propyl]pyridin-4-ylmethylamino}ethyl)-2H-isoquinolin-1-one(500 mg), hexacarbonyl molybdenum(264 mg), trans-di-μ-acetatobis[2-(di-o-tolylphosphino)benzyl]dipalladium (II) (Herrmann's palladacycle) (23 mg), sodium carbonate(318 mg), and morpholine(0.26 ml) were added to THF(5 ml). The mixture was heated at 170° C. for 10 minutes (microwave reactor). The reaction mixture was cooled to room temperature. Water and ethyl acetate were added thereto, followed by celite filtratio... Starting materials: 100, C1(O)=CC(O)=CC=C1 (resorcinol), C(C1=CC=CC=C1)C#N (benzyl cyanide), Cl (hydrogen chloride), CCOCC (ether). Reagents/catalysts: [Cl-].[Zn+2].[Cl-] (zinc chloride). Run at time 2 day. Yields the product C(C1=CC=CC=C1)C(=O)CC1=CC=CC=C1.OC1=C(C=CC(=C1)O)O (2,4-dihydroxyphenol benzyl ketone), C(C1=CC=CC=C1)C(=O)C1=C(C=C(C=C1)O)O (2,4-dihydroxyphenyl benzyl ketone). As a reaction SMILES: [C:1]1([CH:8]=[CH:7][CH:6]=[C:4]([OH:5])[CH:3]=1)[OH:2].[CH2:9]([C:16]#N)[C:10]1[CH:15]=[CH:14][CH:13]=[CH:12][CH:11]=1.Cl.CC[O:21][CH2:22][CH3:23]>[Cl-].[Zn+2].[Cl-]>[CH2:9]([C:22]([CH2:23][C:1]1[CH:8]=[CH:7][CH:6]=[CH:4][CH:3]=1)=[O:21])[C:10]1[CH:11]=[CH:12][CH:13]=[CH:14][CH:15]=1.[OH:2][C:1]1[CH:3]=[C:4]([OH:5])[CH:6]=[CH:7][C:8]=1[OH:21].[CH2:9]([C:16]([C:6]1[CH:7]=[CH:8][C:1]([OH:2])=[CH:3][C:4]=1[OH:5])=[O:21])[C:10]1[CH:15]=[CH:14][CH:13]=[CH:12][CH:11]=1 |f:4.5.6,7.8|. Procedure details: The 2,4-dihydroxyphenol benzyl ketone was prepared by treating a mixture of 100 parts of resorcinol, 100 parts of benzyl cyanide and 20 parts of anhydrous zinc chloride in dry ether with hydrogen chloride gas saturated. After standing for 2 days the lower oily layer was separated off, washed with ether by decantation and boiled with 200 parts of water for 2 hours. After cooling the yellow crystals were collected by filtrate and dried. Crystallisation from benzene gave 2,4-dihydroxyphenyl benzyl ... Product: CCOC(=O)C(Cc1ccc(OCCn2c(C(F)(F)F)nc3ccccc32)cc1)OCC. The reactants are CCOC(=O)C(Cc1ccc(OCCBr)cc1)OCC, FC(F)(F)c1nc2ccccc2[nH]1, [K+], [K+], O=C([O-])[O-], CN(C)C=O, O. RXN SMILES: [Br:1][CH2:2][CH2:3][O:4][c:5]1[cH:6][cH:7][c:8]([CH2:11][CH:12]([C:13](=[O:14])[O:15][CH2:16][CH3:17])[O:18][CH2:19][CH3:20])[cH:9][cH:10]1.[F:27][C:28]([c:29]1[nH:30][c:31]2[c:32]([n:33]1)[cH:34][cH:35][cH:36][cH:37]2)([F:38])[F:39].[K+:21].[K+:22].[O-:23][C:24]([O-:25])=[O:26].[O:41]=[CH:42][N:43]([CH3:44])[CH3:45].[OH2:40]>>[CH2:2]([CH2:3][O:4][c:5]1[cH:6][cH:7][c:8]([CH2:11][CH:12]([C:13](=[O:14])[O:15][CH2:16][CH3:17])[O:18][CH2:19][CH3:20])[cH:9][cH:10]1)[n:30]1[c:29]([C:28]([F:27])([F:38])[F:39])[n:33][c:32]2[c:31]1[cH:37][cH:36][cH:35][cH:34]2. RXN SMILES: Cl.O.[NH:3]1[CH2:8][CH2:7][C:6](=[O:9])[CH2:5][CH2:4]1.C(=O)([O-])[O-].[Na+].[Na+].Cl[C:17]1[CH:22]=[CH:21][N:20]=[C:19]([C:23]([F:26])([F:25])[F:24])[N:18]=1>C(Cl)Cl>[F:24][C:23]([F:26])([F:25])[C:19]1[N:20]=[C:21]([N:3]2[CH2:8][CH2:7][C:6](=[O:9])[CH2:5][CH2:4]2)[CH:22]=[CH:17][N:18]=1 |f:0.1.2,3.4.5|. Yield: 91.2%. Yields the product FC(C1=NC=CC(=N1)N1CCC(CC1)=O)(F)F (1-[2-(Trifluoromethyl)-4-pyrimidinyl]-4-piperidone). Procedure: 4-Piperidone monohydrate hydrochloride (XXVII, 3.37 g, 21.9 mmol) was added to a stirred mixture of methylene chloride (50 mL) and saturated aqueous sodium carbonate (8 mL). 4-Chloro-2-(trifluoromethyl)pyrimidine (IV, 4.0 g, 21.9 mmol) was then added to the mixture which was then stirred for 2 days. The organic layer was separated, dried over magnesium sulfate, and concentrated in vacuo to give the product as a white solid (4.9 g, 92%) which was used in the next step without further purification... The reactants are Cl.O.N1CCC(CC1)=O (4-Piperidone monohydrate hydrochloride), C([O-])([O-])=O.[Na+].[Na+] (sodium carbonate), ClC1=NC(=NC=C1)C(F)(F)F (4-chloro-2-(trifluoromethyl)pyrimidine). Run in C(Cl)Cl (methylene chloride). Conditions: time 2 day.